This data is from the Open Reaction Database (ORD), a public repository of structured organic reaction records. The task is: describe an organic reaction: reactants, conditions, products, and yield The reactants are BrCC1=CC=C(C(=O)OC(C)(C)C)C=C1 (tert-butyl 4-bromomethylbenzoate), ON1C(C=2C(C1=O)=CC=CC2)=O (N-hydroxyphthalimide), 3.0, [OH-].[K+] (potassium hydroxide), ice water, C(C)(C)O (isopropanol), O.NN (hydrazine hydrate). Run in CN(C=O)C (dimethylformamide), C(Cl)Cl (methylene chloride). Run at time 30 minute. Product: O(N)CC1=CC=C(C(=O)OC(C)(C)C)C=C1 (tert-butyl 4-(aminoxymethyl)benzoate). Yield: 100.5%. As a reaction SMILES: Br[CH2:2][C:3]1[CH:15]=[CH:14][C:6]([C:7]([O:9][C:10]([CH3:13])([CH3:12])[CH3:11])=[O:8])=[CH:5][CH:4]=1.[OH:16][N:17]1C(=O)C2=CC=CC=C2C1=O.[OH-].[K+].C(O)(C)C.O.NN>C(Cl)Cl.CN(C)C=O>[O:16]([CH2:2][C:3]1[CH:15]=[CH:14][C:6]([C:7]([O:9][C:10]([CH3:13])([CH3:12])[CH3:11])=[O:8])=[CH:5][CH:4]=1)[NH2:17] |f:2.3,5.6|. Procedure details: 15.0 Grams (0.049 mole) of tert-butyl 4-bromomethylbenzoate, 8.2 g (0.05 mole) of N-hydroxyphthalimide and 3.0 (0.054 mole) of potassium hydroxide were added to 200 ml of dimethylformamide, and the resulting mixture was stirred at room temperature for 30 minutes and then an 50° C. for 30 minutes. The reaction solution was cooled with ice water and filtered to obtain crystals. The crystals were dissolved in 50 ml of methylene chloride, and to this solution was slowly added dropwise 3 ml of isopro... The reactants are COCCCC=1C=CC(=C(CO)C1)SC (5-[3-(methyloxy)propyl]-2-(methylthio)benzyl alcohol), C([O-])(O)=O.[Na+] (sodium bicarbonate). The solvent is ClCCl (dichloromethane). Conditions: time 1.5 hour. The product is COCCCC=1C=CC(=C(C=O)C1)SC (5-[3-(Methyloxy)propyl]-2-(methylthio)benzaldehyde). RXN SMILES: [CH3:1][O:2][CH2:3][CH2:4][CH2:5][C:6]1[CH:7]=[CH:8][C:9]([S:14][CH3:15])=[C:10]([CH:13]=1)[CH2:11][OH:12].C(=O)(O)[O-].[Na+]>ClCCl>[CH3:1][O:2][CH2:3][CH2:4][CH2:5][C:6]1[CH:7]=[CH:8][C:9]([S:14][CH3:15])=[C:10]([CH:13]=1)[CH:11]=[O:12] |f:1.2|. Reported procedure: To a dichloromethane solution of 5-[3-(methyloxy)propyl]-2-(methylthio)benzyl alcohol (1 eq.) from the previous step was added sodium bicarbonate (5 eq.) and DMP (1.1 eq.). The resulting reaction suspension was stirred for 1.5 h at RT. The reaction was quenched with sat. aq. NaHSO3 and then extracted with dichloromethane. The combined organic extracts were washed further with 1 N aq. NaOH, water and brine, dried over MgSO4 and filtered. Concentration of the filtrate in vacuo afforded the crude t... Starting materials: [F-].C(CCC)[N+](CCCC)(CCCC)CCCC (tetrabutylammonium fluoride), C[Si](C#CCO)(C)C (3-trimethylsilanyl-prop-2-yn-1-ol), TEA, 1,1′-bis(diphenylphosphine)ferrocene dichloropalladium (II), FC=1C=C2CCN(C2=CC1)C(=O)C1=NC=C(C(=C1)N1CCC(CC1)N1C(NC2=NC=CC=C21)=O)I (1-[2′-(5-fluoro-2,3-dihydro-indole-1-carbonyl)-5′-iodo-3,4,5,6-tetrahydro-2H-[1,4′]bipyridinyl-4-yl]-1,3-dihydro-imidazo[4,5-b]pyridin-2-one), O (water). The reagents and catalysts are [Cu]I (copper(I) iodide). Run in C1CCOC1 (THF), O1CCOCC1 (1,4-dioxane). Reaction conditions: temperature 80 celsius, time 4 hour. Yields the product FC=1C=C2CCN(C2=CC1)C(=O)C1=NC=C(C(=C1)N1CCC(CC1)N1C(NC2=NC=CC=C21)=O)C#CCO (1-[2′-(5-fluoro-2,3-dihydro-indole-1-carbonyl)-5′-(3-hydroxy-prop-1-ynyl)-3,4,5,6-tetrahydro-2H-[1,4′]bipyridinyl-4-yl]-1,3-dihydro-imidazo[4,5-b]pyridin-2-one). RXN SMILES: C[Si](C)(C)[C:3]#[C:4][CH2:5][OH:6].[F:9][C:10]1[CH:11]=[C:12]2[C:16](=[CH:17][CH:18]=1)[N:15]([C:19]([C:21]1[CH:26]=[C:25]([N:27]3[CH2:32][CH2:31][CH:30]([N:33]4[C:41]5[C:36](=[N:37][CH:38]=[CH:39][CH:40]=5)[NH:35][C:34]4=[O:42])[CH2:29][CH2:28]3)[C:24](I)=[CH:23][N:22]=1)=[O:20])[CH2:14][CH2:13]2.[F-].C([N+](CCCC)(CCCC)CCCC)CCC.O>O1CCOCC1.C1COCC1.[Cu]I>[F:9][C:10]1[CH:11]=[C:12]2[C:16](=[CH:17][CH:18]=1)[N:15]([C:19]([C:21]1[CH:26]=[C:25]([N:27]3[CH2:32][CH2:31][CH:30]([N:33]4[C:41]5[C:36](=[N:37][CH:38]=[CH:39][CH:40]=5)[NH:35][C:34]4=[O:42])[CH2:29][CH2:28]3)[C:24]([C:3]#[C:4][CH2:5][OH:6])=[CH:23][N:22]=1)=[O:20])[CH2:14][CH2:13]2 |f:2.3|. Procedure details: Under an argon atmosphere 44 mg (0.34 mmol) 3-trimethylsilanyl-prop-2-yn-1-ol, 50 μL TEA, 13 mg 1,1′-bis(diphenylphosphine)ferrocene dichloropalladium (II) and 3 mg (20 μmol) copper(I) iodide were added to 0.10 g (0.17 mmol) 1-[2′-(5-fluoro-2,3-dihydro-indole-1-carbonyl)-5′-iodo-3,4,5,6-tetrahydro-2H-[1,4′]bipyridinyl-4-yl]-1,3-dihydro-imidazo[4,5-b]pyridin-2-one in 4.0 mL 1,4-dioxane. Then 0.36 mL (0.36 mmol) of a 1 molar tetrabutylammonium fluoride solution in THF were added dropwise and the m...